From a dataset of the Open Reaction Database (ORD), a public repository of structured organic reaction records. describe an organic reaction: reactants, conditions, products, and yield The reactants are COC(=O)C(CC(C)C)c1cc(NCc2cc(C(F)(F)F)cc(C(F)(F)F)c2)cc(-c2ccc(C(F)(F)F)cc2)c1, CC(C)CC=O. The product is COC(=O)C(CC(C)C)c1cc(-c2ccc(C(F)(F)F)cc2)cc(N(CCC(C)C)Cc2cc(C(F)(F)F)cc(C(F)(F)F)c2)c1. Reaction SMILES: [CH3:1][O:2][C:3]([CH:4]([CH2:5][CH:6]([CH3:7])[CH3:8])[c:9]1[cH:10][c:11](-[c:31]2[cH:32][cH:33][c:34]([C:37]([F:38])([F:39])[F:40])[cH:35][cH:36]2)[cH:12][c:13]([NH:15][CH2:16][c:17]2[cH:18][c:19]([C:27]([F:28])([F:29])[F:30])[cH:20][c:21]([C:23]([F:24])([F:25])[F:26])[cH:22]2)[cH:14]1)=[O:41].[CH:42]([CH2:43][CH:44]([CH3:45])[CH3:46])=[O:47]>>[CH3:1][O:2][C:3]([CH:4]([CH2:5][CH:6]([CH3:7])[CH3:8])[c:9]1[cH:10][c:11](-[c:31]2[cH:32][cH:33][c:34]([C:37]([F:38])([F:39])[F:40])[cH:35][cH:36]2)[cH:12][c:13]([N:15]([CH2:16][c:17]2[cH:18][c:19]([C:27]([F:28])([F:29])[F:30])[cH:20][c:21]([C:23]([F:24])([F:25])[F:26])[cH:22]2)[CH2:42][CH2:43][CH:44]([CH3:45])[CH3:46])[cH:14]1)=[O:41]. Reactants: ClC1=NC(=NC(=C1CC(=O)OCC)NCC1=C(C=C(C=C1)OC)OC)SCC1=C(C(=CC=C1)F)F (4-Chloro-2-[[(2,3-difluorophenyl)methyl]thio]-6-[[(2,4-dimethoxyphenyl)methyl]amino]-5-pyrimidineacetic acid, Ethyl Ester), C1(=CC=C(C=C1)S(=O)(=O)O)C (p-toluene sulphonic acid). RXN SMILES: [Cl:1][C:2]1[C:7]([CH2:8][C:9](OCC)=[O:10])=[C:6]([NH:14]CC2C=CC(OC)=CC=2OC)[N:5]=[C:4]([S:26][CH2:27][C:28]2[CH:33]=[CH:32][CH:31]=[C:30]([F:34])[C:29]=2[F:35])[N:3]=1.C1(C)C=CC(S(O)(=O)=O)=CC=1>C1(C)C=CC=CC=1>[Cl:1][C:2]1[C:7]2[CH2:8][C:9](=[O:10])[NH:14][C:6]=2[N:5]=[C:4]([S:26][CH2:27][C:28]2[CH:33]=[CH:32][CH:31]=[C:30]([F:34])[C:29]=2[F:35])[N:3]=1. The solvent is C1(=CC=CC=C1)C (toluene). Yields the product ClC=1C2=C(N=C(N1)SCC1=C(C(=CC=C1)F)F)NC(C2)=O (4-Chloro-2-[[(2,3-difluorophenyl)methyl]thio]-5,7-dihydro-6H-pyrrolo[2,3-d]pyrimidin-6-one). Reported procedure: A solution of the product from example 1, step (d) (0.5 g) in dry toluene (50 ml) containing p-toluene sulphonic acid (25 mg) was heated under reflux for 4 hours. [Analysis of the reaction mixture by 1 c/ms indicated cyclisation was complete but with loss of the acid labile dimethoxybenzyl adduct.] The reaction mixture was evaporated to dryness and the residue purified by chromatography on silica eluting with ethyl acetate to afford the subtitle compound (0.20 g). Yield: 64.0%.